From a dataset of the Open Reaction Database (ORD), a public repository of structured organic reaction records. describe an organic reaction: reactants, conditions, products, and yield Reaction SMILES: [C:1]([O:5][C:6]([NH:8][CH2:9][C:10]1([F:16])[CH2:15][CH2:14][NH:13][CH2:12][CH2:11]1)=[O:7])([CH3:4])([CH3:3])[CH3:2].I[CH2:18][C:19]1([C:25]([O:27][CH2:28][C:29]2[CH:34]=[CH:33][CH:32]=[CH:31][CH:30]=2)=[O:26])[CH2:24][CH2:23][O:22][CH2:21][CH2:20]1>>[CH2:28]([O:27][C:25]([C:19]1([CH2:18][N:13]2[CH2:12][CH2:11][C:10]([CH2:9][NH:8][C:6](=[O:7])[O:5][C:1]([CH3:4])([CH3:2])[CH3:3])([F:16])[CH2:15][CH2:14]2)[CH2:24][CH2:23][O:22][CH2:21][CH2:20]1)=[O:26])[C:29]1[CH:30]=[CH:31][CH:32]=[CH:33][CH:34]=1. The reactants are C(C)(C)(C)OC(=O)NCC1(CCNCC1)F (4-tert-Butoxycarbonylaminomethyl-4-fluoropiperidine), ICC1(CCOCC1)C(=O)OCC1=CC=CC=C1 (Benzyl 4-iodomethyltetrahydropyran-4-yl-carboxylate). Reported procedure: The title compound was prepared according to the procedure described in step 2 of Example 3 from 4-tert-butoxycarbonylaminomethyl-4-fluoropiperidine (step 4 of Example 15) and benzyl 4-iodomethyltetrahydropyran-4-yl-carboxylate (step 2 of Example 15). Yields the product C(C1=CC=CC=C1)OC(=O)C1(CCOCC1)CN1CCC(CC1)(F)CNC(OC(C)(C)C)=O (tert-Butyl ({1-[(4-benzyloxycarbonyltetrahydro-2H-pyran-4-yl)methyl]-4-fluoropiperidin-4-yl}methyl)carbamate). Starting materials: C=CCBr, ClCCl, CC[N+](CC)(CC)Cc1ccccc1, [Cl-], NC1=C(c2cccc(C(F)(F)F)c2)C(=O)C(c2ccccc2)C1, [Na+], [OH-], O. Yields the product C=CCNC1=C(c2cccc(C(F)(F)F)c2)C(=O)C(c2ccccc2)C1. As a reaction SMILES: [CH2:26]([CH:27]=[CH2:28])[Br:29].[CH2:31]([Cl:32])[Cl:33].[CH2:35]([N+:36]([CH2:37][CH3:38])([CH2:39][CH3:40])[CH2:41][CH3:42])[c:43]1[cH:44][cH:45][cH:46][cH:47][cH:48]1.[Cl-:34].[F:3][C:4]([c:5]1[cH:6][c:7]([C:11]2=[C:15]([NH2:16])[CH2:14][CH:13]([c:17]3[cH:18][cH:19][cH:20][cH:21][cH:22]3)[C:12]2=[O:23])[cH:8][cH:9][cH:10]1)([F:24])[F:25].[Na+:2].[OH-:1].[OH2:30]>>[F:3][C:4]([c:5]1[cH:6][c:7]([C:11]2=[C:15]([NH:16][CH2:28][CH:27]=[CH2:26])[CH2:14][CH:13]([c:17]3[cH:18][cH:19][cH:20][cH:21][cH:22]3)[C:12]2=[O:23])[cH:8][cH:9][cH:10]1)([F:24])[F:25]. The reactants are OCCCCNC1=C(C=CC=C1)[N+](=O)[O-] (2-(4-Hydroxybutylamino)nitrobenzene). The reagents and catalysts are [Pd] (palladium-on-carbon). Run in C(C)O (ethanol). Reaction conditions: time 3 hour. Yields the product OCCCCNC1=C(C=CC=C1)N (2-(4-Hydroxybutylamino)phenylamine). Yield: 90.2%. As a reaction SMILES: [OH:1][CH2:2][CH2:3][CH2:4][CH2:5][NH:6][C:7]1[CH:12]=[CH:11][CH:10]=[CH:9][C:8]=1[N+:13]([O-])=O>C(O)C.[Pd]>[OH:1][CH2:2][CH2:3][CH2:4][CH2:5][NH:6][C:7]1[CH:12]=[CH:11][CH:10]=[CH:9][C:8]=1[NH2:13]. Procedure details: 2-(4-Hydroxybutylamino)nitrobenzene (30 g) was dissolved in ethanol (200 ml) containing 10% palladium-on-carbon (1 g) and hydrogentated at room temperature for 3 hours under pressure (50 p.s.i.=344.7 kPa). The solution was filtered and evaporated under vacuum and the residue chromatographed on silica eluting with ethyl acetate. The fractions containing the product were evaporated under vacuum to give the title compound, (23.2 g), which was used directly in the next step. Starting materials: C(CCCC)C1=CC=C(C=N1)NC(=O)[C@H]1N(CC2=CC=CC=C2C1)C(=O)OC(C)(C)C ((S)—N-(tert-Butoxycarbonyl)-1,2,3,4-tetrahydroisoquinoline-3-carboxylic acid(6-pentylpyridin-3-yl)amide), FC(C(=O)O)(F)F (trifluoroacetic acid). Run in C(Cl)Cl (methylene chloride). Reaction conditions: time 1.5 hour. The product is C(CCCC)C1=CC=C(C=N1)NC(=O)[C@H]1NCC2=CC=CC=C2C1 ((S)-1,2,3,4-Tetrahydroisoquinoline-3-carboxylic acid(6-pentylpyridin-3-yl)amide). As a reaction SMILES: [CH2:1]([C:6]1[N:11]=[CH:10][C:9]([NH:12][C:13]([C@@H:15]2[CH2:24][C:23]3[C:18](=[CH:19][CH:20]=[CH:21][CH:22]=3)[CH2:17][N:16]2C(OC(C)(C)C)=O)=[O:14])=[CH:8][CH:7]=1)[CH2:2][CH2:3][CH2:4][CH3:5].FC(F)(F)C(O)=O>C(Cl)Cl>[CH2:1]([C:6]1[N:11]=[CH:10][C:9]([NH:12][C:13]([C@@H:15]2[CH2:24][C:23]3[C:18](=[CH:19][CH:20]=[CH:21][CH:22]=3)[CH2:17][NH:16]2)=[O:14])=[CH:8][CH:7]=1)[CH2:2][CH2:3][CH2:4][CH3:5]. Procedure details: The crude product from step 1 was dissolved in methylene chloride (6.4 mL) and treated with trifluoroacetic acid (3.6 mL). After stirring for 1.5 hours the reaction was concentrated and the residue was partitioned between methylene chloride and aqueous sodium bicarbonate solution. The organic layer was dried (sodium sulfate) and concentrated to afford a gray-green solid. Reactants: CCCCCCCCCCO, CC(O)C(=O)O, Cc1ccccc1, O=S(=O)(O)O. The product is CCCCCCCCCCOC(=O)C(C)O. As a reaction SMILES: [CH2:7]([CH2:8][CH2:9][CH2:10][CH2:11][CH2:12][CH2:13][CH2:14][CH2:15][CH3:16])[OH:17].[CH3:1][CH:2]([OH:3])[C:4]([OH:5])=[O:6].[CH3:23][c:24]1[cH:25][cH:26][cH:27][cH:28][cH:29]1.[S:18](=[O:19])(=[O:20])([OH:21])[OH:22]>>[CH3:1][CH:2]([OH:3])[C:4]([O:5][CH2:7][CH2:8][CH2:9][CH2:10][CH2:11][CH2:12][CH2:13][CH2:14][CH2:15][CH3:16])=[O:6].